Dataset: the Open Reaction Database (ORD), a public repository of structured organic reaction records. Task: describe an organic reaction: reactants, conditions, products, and yield Reactants: O1CCCC1 (tetrahydrofuran), ClC1=CC=CC=2C(C3=CC=CC(=C3C(C12)=O)Cl)=O (1,8-dichloroanthraquinone), C1COCCOCCOCCOCCOCCO1 (18-crown-6), C[O-].[Na+] (sodium methoxide). The solvent is CO (methanol), CCOC(=O)C.C1(=CC=CC=C1)C (EtOAc toluene). The product is COC1=CC=CC=2C(C3=CC=CC(=C3C(C12)=O)OC)=O (1,8-dimethoxyanthraquinone). Isolated yield 50.0%. RXN SMILES: [O:1]1[CH2:5]CCC1.Cl[C:7]1[C:20]2[C:19](=[O:21])[C:18]3[C:13](=[CH:14][CH:15]=[CH:16][C:17]=3Cl)[C:12](=[O:23])[C:11]=2[CH:10]=[CH:9][CH:8]=1.C1OCCOCCOCCOCCOCC[O:26][CH2:25]1.C[O-].[Na+]>CO.CCOC(C)=O.C1(C)C=CC=CC=1>[CH3:25][O:26][C:7]1[C:20]2[C:19](=[O:21])[C:18]3[C:13](=[CH:14][CH:15]=[CH:16][C:17]=3[O:1][CH3:5])[C:12](=[O:23])[C:11]=2[CH:10]=[CH:9][CH:8]=1 |f:3.4,6.7|. Reported procedure: A 5-liter round-bottom flask equipped with an overhead stirrer, thermocouple, and reflux condenser with a nitrogen/vacuum outlet was charged with 1200 mL of tetrahydrofuran, 138.5 grams of 1,8-dichloroanthraquinone, and 35.6 grams of 18-crown-6. This solution was deoxygenated, stirred under nitrogen, and heated until a clear solution was obtained. A solution of 165.0 grams of sodium methoxide in 1000 mL of methanol (prepared from sodium metal) was then added over a period of 30 min. The reaction... Starting materials: ClCC1=CC2=C(OCO2)C=C1 (5-chloromethyl-1,3-benzodioxole), C(=O)([O-])[O-].[K+].[K+] (K2CO3), [Na+].[I-] (NaI), N1(C=NC=C1)C1=CC=C(C=C1)NC1CNCCC1 (3-[(4-(Imidazol-1-yl)phenyl)amino]piperidine). The solvent is C(Cl)Cl (methylene chloride), CO (methanol), CN(C)C=O (DMF). Reaction conditions: temperature 50 celsius. The product is N1(C=NC=C1)C1=CC=C(C=C1)NC1CN(CCC1)CC1=CC2=C(OCO2)C=C1 (3-[(4-(imidazol-1-yl)phenyl)amino]-1-[(1,3-benzodioxol-5-yl)methyl]piperidine). RXN SMILES: [N:1]1([C:6]2[CH:11]=[CH:10][C:9]([NH:12][CH:13]3[CH2:18][CH2:17][CH2:16][NH:15][CH2:14]3)=[CH:8][CH:7]=2)[CH:5]=[CH:4][N:3]=[CH:2]1.Cl[CH2:20][C:21]1[CH:29]=[CH:28][C:24]2[O:25][CH2:26][O:27][C:23]=2[CH:22]=1.C([O-])([O-])=O.[K+].[K+].[Na+].[I-]>CN(C=O)C.C(Cl)Cl.CO>[N:1]1([C:6]2[CH:7]=[CH:8][C:9]([NH:12][CH:13]3[CH2:18][CH2:17][CH2:16][N:15]([CH2:20][C:21]4[CH:29]=[CH:28][C:24]5[O:25][CH2:26][O:27][C:23]=5[CH:22]=4)[CH2:14]3)=[CH:10][CH:11]=2)[CH:5]=[CH:4][N:3]=[CH:2]1 |f:2.3.4,5.6|. Procedure: 3-[(4-(Imidazol-1-yl)phenyl)amino]piperidine (330 mg, 1.36 mmol) was dissolved in DMF and then treated with 5-chloromethyl-1,3-benzodioxole (1.0 eq.), K2CO3 (2.5 eq.) and NaI (0.1 eq.). The resulting mixture was heated at 50° C. for 1 hour. Filtration of the mixture and evaporation of the solvent in vacuo gave a crude product (411 mg). Flash column chromatography on silical gel with 1–2.5% methanol in methylene chloride afforded 3-[(4-(imidazol-1-yl)phenyl)amino]-1-[(1,3-benzodioxol-5-yl)methyl]...